This data is from the Open Reaction Database (ORD), a public repository of structured organic reaction records. The task is: describe an organic reaction: reactants, conditions, products, and yield Reactants: O=C([O-])[O-], CCCc1c(OCC(=O)OCC)ccc(C(C)=O)c1O, CC(C)=O, CN(C)C=O, ClCCOCCCl, [I-], [K+], [K+], [K+]. Yields the product CCCc1c(OCC(=O)OCC)ccc(C(C)=O)c1OCCOCCCl. Reaction SMILES: [C:28](=[O:29])([O-:30])[O-:31].[CH2:1]([CH3:2])[O:3][C:4]([CH2:5][O:6][c:7]1[c:8]([CH2:17][CH2:18][CH3:19])[c:9]([OH:16])[c:10]([C:13]([CH3:14])=[O:15])[cH:11][cH:12]1)=[O:20].[CH3:36][C:37](=[O:38])[CH3:39].[CH3:40][N:41]([CH3:42])[CH:43]=[O:44].[Cl:21][CH2:22][CH2:23][O:24][CH2:25][CH2:26][Cl:27].[I-:35].[K+:32].[K+:33].[K+:34]>>[CH2:1]([CH3:2])[O:3][C:4]([CH2:5][O:6][c:7]1[c:8]([CH2:17][CH2:18][CH3:19])[c:9]([O:16][CH2:26][CH2:25][O:24][CH2:23][CH2:22][Cl:21])[c:10]([C:13]([CH3:14])=[O:15])[cH:11][cH:12]1)=[O:20]. Reactants: C(C)(=O)SCC(C(=O)O)CC(C)C (2-[(Acetylthio)methyl]-4-methylpentanoic acid), S(=O)(Cl)Cl (thionyl chloride), acid chloride. Reaction conditions: time 16 hour. Yields the product C(C)(=O)SCC(C(=O)Cl)CC(C)C (2-[(Acetylthio)methyl]-4-methylpentanoyl chloride). RXN SMILES: [C:1]([S:4][CH2:5][CH:6]([CH2:10][CH:11]([CH3:13])[CH3:12])[C:7](O)=[O:8])(=[O:3])[CH3:2].S(Cl)([Cl:16])=O>>[C:1]([S:4][CH2:5][CH:6]([CH2:10][CH:11]([CH3:13])[CH3:12])[C:7]([Cl:16])=[O:8])(=[O:3])[CH3:2]. Reported procedure: 2-[(Acetylthio)methyl]-4-methylpentanoic acid (6.0 g) is combined with thionyl chloride (5 ml). The reaction mixture is allowed to exotherm to 45° C. It is stirred at room temperature for about 16 hours and the acid chloride product is then vacuum distilled yielding 5.1 g, boiling point 80°-90° C. at 10 mm of Hg.